This data is from the Open Reaction Database (ORD), a public repository of structured organic reaction records. The task is: describe an organic reaction: reactants, conditions, products, and yield The reactants are Brc1ccc(CN2CCOCC2)cc1, CS(=O)(=O)c1ccc(-c2cccc3nc(N)nn23)cc1. The product is CS(=O)(=O)c1ccc(-c2cccc3nc(Nc4ccc(CN5CCOCC5)cc4)nn23)cc1. Reaction SMILES: [Br:21][c:22]1[cH:23][cH:24][c:25]([CH2:26][N:27]2[CH2:28][CH2:29][O:30][CH2:31][CH2:32]2)[cH:33][cH:34]1.[CH3:1][S:2](=[O:3])(=[O:4])[c:5]1[cH:6][cH:7][c:8](-[c:11]2[cH:12][cH:13][cH:14][c:15]3[n:16]2[n:17][c:18]([NH2:20])[n:19]3)[cH:9][cH:10]1>>[CH3:1][S:2](=[O:3])(=[O:4])[c:5]1[cH:6][cH:7][c:8](-[c:11]2[cH:12][cH:13][cH:14][c:15]3[n:16]2[n:17][c:18]([NH:20][c:22]2[cH:23][cH:24][c:25]([CH2:26][N:27]4[CH2:28][CH2:29][O:30][CH2:31][CH2:32]4)[cH:33][cH:34]2)[n:19]3)[cH:9][cH:10]1. Starting materials: ClC1=NC(=NC(=N1)NC1=CC(=C(C=C1)OC)Cl)NC1CCCCCC1 (6-chloro-N-(3-chloro-4-methoxyphenyl)-N′-cycloheptyl-[1,3,5]triazine-2,4-diamine), C(=O)([O-])[O-].[K+].[K+] (K2CO3), C(C)(C)O (isopropanol). Yields the product C(C)(C)OC1=NC(=NC(=N1)NC1=CC(=C(C=C1)OC)Cl)NC1CCCCCC1 (6-isopropoxy-N-(3-Chloro-4-methoxy phenyl)-N′-cyclo heptyl-[1,3,5]triazine-2,4 diamine). RXN SMILES: Cl[C:2]1[N:7]=[C:6]([NH:8][C:9]2[CH:14]=[CH:13][C:12]([O:15][CH3:16])=[C:11]([Cl:17])[CH:10]=2)[N:5]=[C:4]([NH:18][CH:19]2[CH2:25][CH2:24][CH2:23][CH2:22][CH2:21][CH2:20]2)[N:3]=1.C([O-])([O-])=O.[K+].[K+].[CH:32]([OH:35])([CH3:34])[CH3:33]>>[CH:32]([O:35][C:2]1[N:7]=[C:6]([NH:8][C:9]2[CH:14]=[CH:13][C:12]([O:15][CH3:16])=[C:11]([Cl:17])[CH:10]=2)[N:5]=[C:4]([NH:18][CH:19]2[CH2:25][CH2:24][CH2:23][CH2:22][CH2:21][CH2:20]2)[N:3]=1)([CH3:34])[CH3:33] |f:1.2.3|. Procedure: To a portion of 6-chloro-N-(3-chloro-4-methoxyphenyl)-N′-cycloheptyl-[1,3,5]triazine-2,4-diamine (5 g) in isopropanol was added K2CO3 (3.2 g) and refluxed for about 10–12 h. TLC was monitored. After the completion of the reaction, the reaction mass was filtered through vacuum and the filtrate was evaporated to yield the title compound. (Wt. 3.7 g Y: 70%). The reactants are ClC1=CC=C(C=C1)C1NC(C=2N(N=C(C21)C)C2CC2)=O (4-(4-chlorophenyl)-1-cyclopropyl-3-methyl-4,5-dihydropyrrolo[3,4-c]pyrazol-6(1H)-one), ClC=1C=C(C=2N(N1)C(=NN2)C)C (6-chloro-3,8-dimethyl-[1,2,4]triazolo[4,3-b]pyridazine). The product is ClC1=CC=C(C=C1)C1N(C(C=2N(N=C(C21)C)C2CC2)=O)C=2C=C(C=1N(N2)C(=NN1)C)C (4-(4-chlorophenyl)-1-cyclopropyl-5-(3,8-dimethyl-[1,2,4]triazolo[4,3-b]pyridazin-6-yl)-3-methyl-4,5-dihydropyrrolo[3,4-c]pyrazol-6(1H)-one). As a reaction SMILES: [Cl:1][C:2]1[CH:7]=[CH:6][C:5]([CH:8]2[C:15]3[C:14]([CH3:16])=[N:13][N:12]([CH:17]4[CH2:19][CH2:18]4)[C:11]=3[C:10](=[O:20])[NH:9]2)=[CH:4][CH:3]=1.Cl[C:22]1[CH:23]=[C:24]([CH3:32])[C:25]2[N:26]([C:28]([CH3:31])=[N:29][N:30]=2)[N:27]=1>>[Cl:1][C:2]1[CH:7]=[CH:6][C:5]([CH:8]2[C:15]3[C:14]([CH3:16])=[N:13][N:12]([CH:17]4[CH2:19][CH2:18]4)[C:11]=3[C:10](=[O:20])[N:9]2[C:22]2[CH:23]=[C:24]([CH3:32])[C:25]3[N:26]([C:28]([CH3:31])=[N:29][N:30]=3)[N:27]=2)=[CH:4][CH:3]=1. Procedure: The title compound was prepared in analogy to the procedure described in Example 110 using 4-(4-chlorophenyl)-1-cyclopropyl-3-methyl-4,5-dihydropyrrolo[3,4-c]pyrazol-6(1H)-one (Step 85.6) and 6-chloro-3,8-dimethyl-[1,2,4]triazolo[4,3-b]pyridazine (Step 111.2). The crude material was first purified by silica gel column chromatography (EtOAc/MeOH 0.5-1%), followed by preparative achiral SFC (column 4-Ethyl-pyridine, gradient 9-14% in 6 min_total 11 min). tR; 4.66 min (HPLC 1); tR: 1.08 min (LC-MS ... Starting materials: C(C)(=O)OCC (ethyl acetate), COC1=C(C=CC(=C1)OC)C=1C(OC2=CC(=CC=C2C1CCOC)OS(=O)(=O)C(F)(F)F)=O (Trifluoro-methanesulfonic acid 3-(2,4-dimethoxy-phenyl)-4-(2-methoxy-ethyl)-2-oxo-2H-chromen-7-yl ester), O (water), B(Br)(Br)Br (BBr3). The solvent is C(Cl)Cl (CH2Cl2). Conditions: temperature -30 celsius, time 4 hour. Product: OC1=C(C=CC(=C1)O)C=1C(OC2=CC(=CC=C2C1CCO)OS(=O)(=O)C(F)(F)F)=O (trifluoro-methanesulfonic acid 3-(2,4-dihydroxy-phenyl)-4-(2-hydroxy-ethyl)-2-oxo-2H-chromen-7-yl ester). As a reaction SMILES: C[O:2][C:3]1[CH:8]=[C:7]([O:9]C)[CH:6]=[CH:5][C:4]=1[C:11]1[C:12](=[O:33])[O:13][C:14]2[C:19]([C:20]=1[CH2:21][CH2:22][O:23]C)=[CH:18][CH:17]=[C:16]([O:25][S:26]([C:29]([F:32])([F:31])[F:30])(=[O:28])=[O:27])[CH:15]=2.B(Br)(Br)Br.O.C(OCC)(=O)C>C(Cl)Cl>[OH:2][C:3]1[CH:8]=[C:7]([OH:9])[CH:6]=[CH:5][C:4]=1[C:11]1[C:12](=[O:33])[O:13][C:14]2[C:19]([C:20]=1[CH2:21][CH2:22][OH:23])=[CH:18][CH:17]=[C:16]([O:25][S:26]([C:29]([F:31])([F:32])[F:30])(=[O:28])=[O:27])[CH:15]=2. Procedure: Trifluoro-methanesulfonic acid 3-(2,4-dimethoxy-phenyl)-4-(2-methoxy-ethyl)-2-oxo-2H-chromen-7-yl ester (450 mg, 0.92 mol) was dissolved in CH2Cl2 (10 mL) at room temperature in a 200 ml round bottom flask. The reaction mixture was then cooled to −30° C., and BBr3 (1.8 ml) was added and the reaction mixture stirred at room temperature for 4 h. The reaction mixture was cooled to 0° C. and water (40 mL) was added, followed by ethyl acetate (50 mL). The reaction mixture was then poured into a separ... Starting materials: CC(O)C(O)C(O)C(O)C=O, O=CC(O)C(O)C(O)C(O)CO, O=CC(O)C(O)C(O)C(O)C(=O)O, O=CC(O)C(O)C(O)C(O)CO. Yields the product O=CC(O)C(O)C(O)CO. As a reaction SMILES: [O:13]=[CH:14][CH:15]([CH:16]([CH:17]([CH:18]([CH3:19])[OH:20])[OH:21])[OH:22])[OH:23].[O:1]=[CH:2][CH:3]([OH:4])[CH:5]([OH:6])[CH:7]([OH:8])[CH:9]([OH:10])[CH2:11][OH:12].[O:24]=[CH:25][CH:26]([CH:27]([CH:28]([CH:29]([C:30]([OH:31])=[O:32])[OH:33])[OH:34])[OH:35])[OH:36].[O:37]=[CH:38][CH:39]([CH:40]([CH:41]([CH:42]([CH2:43][OH:44])[OH:45])[OH:46])[OH:47])[OH:48]>>[O:1]=[CH:2][CH:3]([OH:4])[CH:5]([OH:6])[CH:7]([OH:8])[CH2:9][OH:10].